Dataset: the Open Reaction Database (ORD), a public repository of structured organic reaction records. Task: describe an organic reaction: reactants, conditions, products, and yield Starting materials: CCOC(=O)/N=N/C(=O)OCC (DEAD), FC(CCCCOC=1C=NC(=NC1)C1=CC=C(C=C1)O)(C(C(C(F)(F)F)(F)F)(F)F)F (4-[5-(5,5,6,6,7,7,8,8,8-nonafluorooctyloxy)-pyrimidin-2-yl]-phenol), C(C\C=C/CCCC)O (cis-3-octene-1-ol), C1(=CC=CC=C1)P(C1=CC=CC=C1)C1=CC=CC=C1 (triphenylphosphine). The solvent is C1CCOC1 (THF), C1CCOC1 (THF). Run at time 24 hour. Product: FC(CCCCOC=1C=NC(=NC1)C1=CC=C(C=C1)OCC\C=C/CCCC)(C(C(C(F)(F)F)(F)F)(F)F)F (Cis-5-(5,5,6,6,7,7,8,8,8-Nonafluoro-octyloxy)-2-(4-oct-3-enyloxy-phenyl)-pyrimidine). RXN SMILES: CCOC(/N=N/C(OCC)=O)=O.[F:13][C:14]([F:43])([C:33]([F:42])([F:41])[C:34]([F:40])([F:39])[C:35]([F:38])([F:37])[F:36])[CH2:15][CH2:16][CH2:17][CH2:18][O:19][C:20]1[CH:21]=[N:22][C:23]([C:26]2[CH:31]=[CH:30][C:29]([OH:32])=[CH:28][CH:27]=2)=[N:24][CH:25]=1.[CH2:44](O)[CH2:45]/[CH:46]=[CH:47]\[CH2:48][CH2:49][CH2:50][CH3:51].C1(P(C2C=CC=CC=2)C2C=CC=CC=2)C=CC=CC=1>C1COCC1>[F:43][C:14]([F:13])([C:33]([F:41])([F:42])[C:34]([F:39])([F:40])[C:35]([F:36])([F:37])[F:38])[CH2:15][CH2:16][CH2:17][CH2:18][O:19][C:20]1[CH:25]=[N:24][C:23]([C:26]2[CH:27]=[CH:28][C:29]([O:32][CH2:44][CH2:45]/[CH:46]=[CH:47]\[CH2:48][CH2:49][CH2:50][CH3:51])=[CH:30][CH:31]=2)=[N:22][CH:21]=1. Procedure: A solution of DEAD (0.261 g, 1.50 mmol) in THF (20 ml) was added dropwise to a stirred solution of 4-[5-(5,5,6,6,7,7,8,8,8-nonafluorooctyloxy)-pyrimidin-2-yl]-phenol (0.858 g, 1.50 mmol), cis-3-octene-1-ol (0.192 g, 1.50 mmol) and triphenylphosphine (0.939 g, 1.50 mmol) in THF (30 ml) and the reaction mixture stirred at room temperature for 24 h. The solvent was removed in vacuo and the residues purified by column chromatography [silica gel, eluted with hexane/ethyl acetate (4:1)] to yield a col... Reactants: COc1ccc2c(Cl)nc(Nc3cc(C)[nH]n3)cc2c1, OCc1ccccc1. The product is COc1ccc2c(OCc3ccccc3)nc(Nc3cc(C)[nH]n3)cc2c1. RXN SMILES: [Cl:9][c:10]1[n:11][c:12]([NH:22][c:23]2[n:24][nH:25][c:26]([CH3:28])[cH:27]2)[cH:13][c:14]2[cH:15][c:16]([O:20][CH3:21])[cH:17][cH:18][c:19]12.[c:1]1([CH2:7][OH:8])[cH:2][cH:3][cH:4][cH:5][cH:6]1>>[c:1]1([CH2:7][O:8][c:10]2[n:11][c:12]([NH:22][c:23]3[n:24][nH:25][c:26]([CH3:28])[cH:27]3)[cH:13][c:14]3[cH:15][c:16]([O:20][CH3:21])[cH:17][cH:18][c:19]23)[cH:2][cH:3][cH:4][cH:5][cH:6]1. As a reaction SMILES: [CH3:32][c:33]1[cH:34][cH:35][c:36]([S:37]([OH:38])(=[O:39])=[O:40])[cH:41][cH:42]1.[CH3:43][CH2:44][OH:45].[CH3:47][CH2:48][O:49][C:50]([CH3:51])=[O:52].[Cl:1][c:2]1[c:3]([C:20]2([C:26](=[O:27])[O:28][CH2:29][CH3:30])[CH2:21][CH2:22][O:23][CH2:24][CH2:25]2)[c:4]([C:8]#[C:9][C:10]([O:11][CH2:12][CH3:13])([O:14][CH2:18][CH3:19])[O:15][CH2:16][CH3:17])[cH:5][cH:6][cH:7]1.[OH2:31].[OH2:46]>>[Cl:1][c:2]1[c:3]([C:20]2([C:26](=[O:27])[O:28][CH2:29][CH3:30])[CH2:21][CH2:22][O:23][CH2:24][CH2:25]2)[c:4]([C:8]#[C:9][C:10]([O:11][CH2:12][CH3:13])=[O:14])[cH:5][cH:6][cH:7]1. Yields the product CCOC(=O)C#Cc1cccc(Cl)c1C1(C(=O)OCC)CCOCC1. The reactants are Cc1ccc(S(=O)(=O)O)cc1, CCO, CCOC(C)=O, CCOC(=O)C1(c2c(Cl)cccc2C#CC(OCC)(OCC)OCC)CCOCC1, O, O. Reactants: COC=1C=C(C=CC1)C1(CC(CCC1)=O)C(=O)OC (methyl 1-(3-methoxyphenyl)-3-oxo-cyclohexane-1-carboxylate), CN (methylamine), [H][H] (hydrogen). The reagents and catalysts are [Pt]=O (platinum oxide). Solvent: C1=CC=CC=C1 (benzene). The product is COC=1C=C(C=CC1)C12CCCC(N(C1=O)C)C2 (1-(3-methoxyphenyl)-6-methyl-6azabicyclo[3,2,1]octane-7-one). As a reaction SMILES: [CH3:1][O:2][C:3]1[CH:4]=[C:5]([C:9]2([C:16]([O:18]C)=O)[CH2:14][CH2:13][CH2:12][C:11](=O)[CH2:10]2)[CH:6]=[CH:7][CH:8]=1.[CH3:20][NH2:21].[H][H]>C1C=CC=CC=1.[Pt]=O>[CH3:1][O:2][C:3]1[CH:4]=[C:5]([C:9]23[CH2:10][CH:11]([N:21]([CH3:20])[C:16]2=[O:18])[CH2:12][CH2:13][CH2:14]3)[CH:6]=[CH:7][CH:8]=1. Procedure: A mixture of 9.29 g of methyl 1-(3-methoxyphenyl)-3-oxo-cyclohexane-1-carboxylate, 5.5 ml of 40 % aqueous methylamine and 0.13 g of platinum oxide is shaken at room temperature for 5 hours in a hydrogen atmosphere under atmospheric pressure. The mixture absorbs about 790 ml of hydrogen. After the reaction, the mixture is filtered to remove the catalyst. The filtrate is concentrated under reduced pressure. The residue thus obtained is heated at 100° to 110°C for 2 hours under reduced pressure, an... Starting materials: CCOC(=O)C(C)=O, Nc1cc(Cl)cc(Cl)c1. The product is CCOC(=O)C(C)Nc1cc(Cl)cc(Cl)c1. Reaction SMILES: [C:10]([C:11](=[O:12])[CH3:13])(=[O:14])[O:15][CH2:16][CH3:17].[NH2:1][c:2]1[cH:3][c:4]([Cl:5])[cH:6][c:7]([Cl:8])[cH:9]1>>[NH:1]([c:2]1[cH:3][c:4]([Cl:5])[cH:6][c:7]([Cl:8])[cH:9]1)[CH:11]([C:10](=[O:14])[O:15][CH2:16][CH3:17])[CH3:13]. Reactants: C=CCn1c(C#N)nc2c1c(=O)n(C)c(=O)n2CCCC, C1CCOC1, CS(C)=O, c1ccc(P(c2ccccc2)(c2ccccc2)[Pd](P(c2ccccc2)(c2ccccc2)c2ccccc2)(P(c2ccccc2)(c2ccccc2)c2ccccc2)P(c2ccccc2)(c2ccccc2)c2ccccc2)cc1. The product is CCCCn1c(=O)n(C)c(=O)c2[nH]c(C#N)nc21. Reaction SMILES: [CH2:1]([CH2:2][CH2:3][CH3:4])[n:5]1[c:6](=[O:21])[n:7]([CH3:20])[c:8](=[O:19])[c:9]2[n:10]([CH2:16][CH:17]=[CH2:18])[c:11]([C:14]#[N:15])[n:12][c:13]12.[CH2:22]1[O:23][CH2:24][CH2:25][CH2:26]1.[CH3:27][S:28]([CH3:29])=[O:30].[cH:31]1[cH:32][cH:33][c:34]([P:35]([Pd:36]([P:37]([c:38]2[cH:39][cH:40][cH:41][cH:42][cH:43]2)([c:44]2[cH:45][cH:46][cH:47][cH:48][cH:49]2)[c:50]2[cH:51][cH:52][cH:53][cH:54][cH:55]2)([P:56]([c:57]2[cH:58][cH:59][cH:60][cH:61][cH:62]2)([c:63]2[cH:64][cH:65][cH:66][cH:67][cH:68]2)[c:69]2[cH:70][cH:71][cH:72][cH:73][cH:74]2)[P:75]([c:76]2[cH:77][cH:78][cH:79][cH:80][cH:81]2)([c:82]2[cH:83][cH:84][cH:85][cH:86][cH:87]2)[c:88]2[cH:89][cH:90][cH:91][cH:92][cH:93]2)([c:94]2[cH:95][cH:96][cH:97][cH:98][cH:99]2)[c:100]2[cH:101][cH:102][cH:103][cH:104][cH:105]2)[cH:106][cH:107]1>>[CH2:1]([CH2:2][CH2:3][CH3:4])[n:5]1[c:6](=[O:21])[n:7]([CH3:20])[c:8](=[O:19])[c:9]2[nH:10][c:11]([C:14]#[N:15])[n:12][c:13]12. Starting materials: O=C(C(C(=O)OC)C1=CC=C(C=C1)OCC1=NC2=CC=CC=C2C=C1)C1=CC=NC=C1 (methyl 3-oxo-3-(pyridin-4-yl)-2-(4-(quinolin-2-ylmethoxy)phenyl)propanoate), NN.O (NH2NH2.H2O), TEA. The solvent is C(C)O (ethanol). Yields the product N1=CC=C(C=C1)C1=C(C(NN1)=O)C1=CC=C(C=C1)OCC1=NC2=CC=CC=C2C=C1 (5-(pyridin-4-yl)-4-(4-(quinolin-2-ylmethoxy)phenyl)-1H-pyrazol-3(2H)-one). Isolated yield 37.0%. RXN SMILES: O=[C:2]([C:26]1[CH:31]=[CH:30][N:29]=[CH:28][CH:27]=1)[CH:3]([C:8]1[CH:13]=[CH:12][C:11]([O:14][CH2:15][C:16]2[CH:25]=[CH:24][C:23]3[C:18](=[CH:19][CH:20]=[CH:21][CH:22]=3)[N:17]=2)=[CH:10][CH:9]=1)[C:4]([O:6]C)=O.[NH2:32][NH2:33].O>C(O)C>[N:29]1[CH:30]=[CH:31][C:26]([C:2]2[NH:33][NH:32][C:4](=[O:6])[C:3]=2[C:8]2[CH:13]=[CH:12][C:11]([O:14][CH2:15][C:16]3[CH:25]=[CH:24][C:23]4[C:18](=[CH:19][CH:20]=[CH:21][CH:22]=4)[N:17]=3)=[CH:10][CH:9]=2)=[CH:27][CH:28]=1 |f:1.2|. Procedure details: To a stirred solution of methyl 3-oxo-3-(pyridin-4-yl)-2-(4-(quinolin-2-ylmethoxy)phenyl)propanoate (0.2 g, 0.48 mmol) in ethanol (5 mL), NH2NH2.H2O (0.12 g, 2.42 mmol) and TEA (0.146 g, 1.45 mmol) were added dropwise at RT. The reaction mixture was then refluxed for 16 h and then concentrated in vacuo to obtain crude product. The crude material was washed with water (5 mL) and ether (5 mL) to afford 5-(pyridin-4-yl)-4-(4-(quinolin-2-ylmethoxy)phenyl)-1H-pyrazol-3(2H)-one (70 mg, 37%) as a white...